Dataset: the Open Reaction Database (ORD), a public repository of structured organic reaction records. Task: describe an organic reaction: reactants, conditions, products, and yield Starting materials: IC=1C=C(C=CC1)N1N=C(N=N1)C1=NC=CC=C1 (2-[2-(3-Iodophenyl)-2H-tetrazol-5-yl]pyridine), N1C=NC=C1 (imidazole), C([O-])([O-])=O.[K+].[K+] (potassium carbonate), NC1C(CCCC1)N (1,2-diamino cyclohexane), Cl (HCl), CCOCC (ether). Reagents/catalysts: [Cu]I (copper (I) iodide). Solvent: C(Cl)Cl.CCOCC (CH2Cl2 Et2O). Conditions: temperature 100 celsius. The product is N1(C=NC=C1)C=1C=C(C=CC1)N1N=C(N=N1)C1=NC=CC=C1 (2-{2-[3-(1H-imidazol-1-yl)phenyl]-2H-tetrazol-5-yl}pyridine). RXN SMILES: I[C:2]1[CH:3]=[C:4]([N:8]2[N:12]=[N:11][C:10]([C:13]3[CH:18]=[CH:17][CH:16]=[CH:15][N:14]=3)=[N:9]2)[CH:5]=[CH:6][CH:7]=1.[NH:19]1[CH:23]=[CH:22][N:21]=[CH:20]1.C(=O)([O-])[O-].[K+].[K+].NC1CCCCC1N.Cl.CCOCC>C(Cl)Cl.CCOCC.[Cu]I>[N:19]1([C:2]2[CH:3]=[C:4]([N:8]3[N:12]=[N:11][C:10]([C:13]4[CH:18]=[CH:17][CH:16]=[CH:15][N:14]=4)=[N:9]3)[CH:5]=[CH:6][CH:7]=2)[CH:23]=[CH:22][N:21]=[CH:20]1 |f:2.3.4,8.9|. Procedure details: 2-[2-(3-Iodophenyl)-2H-tetrazol-5-yl]pyridine (520 mg, 1.5 mmol), imidazole (133 mg, 2.0 mmol), potassium carbonate (435 mg, 3.2 mmol), copper (I) iodide (57 mg, 0.3 mmol) and 1,2-diamino cyclohexane (90 μL, 0.8 mmol) were weighed into a flask and flushed with Ar(g). Dry dioxane (0.7 mL) was added and the reaction mixture heated at 100° C. for 18 h. The reaction mixture was then poured into NH4OH (10% in H2O), NH4Cl (sat aq) (1/1, 10 mL) and shaken with EtOAc (30 mL). The organic layer was separ...